Dataset: the Open Reaction Database (ORD), a public repository of structured organic reaction records. Task: describe an organic reaction: reactants, conditions, products, and yield Reactants: C(C)(=O)OCC (ethyl acetate), C(C1=CC=CC=C1)OC1=CC=C(C=C1)O (4-(benzyloxy)phenol), C([O-])([O-])=O.[K+].[K+] (potassium carbonate), ClC=1C(=NC(=CN1)Cl)C#N (3,6-dichloro-2-pyrazinecarbonitrile). The solvent is O (water), CN(C=O)C (dimethylformamide). Conditions: time 1 hour. Yields the product C(C1=CC=CC=C1)OC1=CC=C(OC=2C(=NC(=CN2)Cl)C#N)C=C1 (3-[(4-(benzyloxy)phenoxy)]-6-chloro-2-pyrazinecarbonitrile). Isolated yield 79.1%. Reaction SMILES: Cl[C:2]1[C:3]([C:9]#[N:10])=[N:4][C:5]([Cl:8])=[CH:6][N:7]=1.[CH2:11]([O:18][C:19]1[CH:24]=[CH:23][C:22]([OH:25])=[CH:21][CH:20]=1)[C:12]1[CH:17]=[CH:16][CH:15]=[CH:14][CH:13]=1.C(=O)([O-])[O-].[K+].[K+].C(OCC)(=O)C>CN(C)C=O.O>[CH2:11]([O:18][C:19]1[CH:20]=[CH:21][C:22]([O:25][C:2]2[C:3]([C:9]#[N:10])=[N:4][C:5]([Cl:8])=[CH:6][N:7]=2)=[CH:23][CH:24]=1)[C:12]1[CH:13]=[CH:14][CH:15]=[CH:16][CH:17]=1 |f:2.3.4|. Reported procedure: In 25 mL of dimethylformamide was dissolved 2.5 g of 3,6-dichloro-2-pyrazinecarbonitrile. After adding 3.2 g of 4-(benzyloxy)phenol and 3.0 g of potassium carbonate, the mixture was stirred at room temperature for one hour. A mixture of 25 ml of ethyl acetate and 100 mL of water was added to the reaction mixture, and the organic layer was separated. The organic layer thus obtained was washed successively with water and saturated aqueous solution of sodium chloride and dried on anhydrous magnesiu... Reactants: NC1=CC=C2/C(/C(NC2=C1)=O)=C(\C1=CC=CC=C1)/NC1=CC=C(C=C1)C(=O)OC (6-amino-3-(Z)-[1-(4-methoxycarbonyl-anilino)-1-phenyl-methylidene]-2-indolinone), [O-]C#N.[K+] (potassium cyanate), C(C)(=O)O (acetic acid). The solvent is C(C)O (ethanol). The product is COC(=O)C1=CC=C(N\C(\C2=CC=CC=C2)=C\2/C(NC3=CC(=CC=C23)NC(=O)N)=O)C=C1 (3-(Z)-[1-(4-methoxycarbonyl-anilino)-1-phenyl-methylidene]-6-ureido-2-indolinone). RXN SMILES: [NH2:1][C:2]1[CH:10]=[C:9]2[C:5](/[C:6](=[C:12](/[NH:19][C:20]3[CH:25]=[CH:24][C:23]([C:26]([O:28][CH3:29])=[O:27])=[CH:22][CH:21]=3)\[C:13]3[CH:18]=[CH:17][CH:16]=[CH:15][CH:14]=3)/[C:7](=[O:11])[NH:8]2)=[CH:4][CH:3]=1.[O-:30][C:31]#[N:32].[K+].C(O)(=O)C>C(O)C>[CH3:29][O:28][C:26]([C:23]1[CH:22]=[CH:21][C:20]([NH:19]/[C:12](=[C:6]2\[C:7](=[O:11])[NH:8][C:9]3[C:5]\2=[CH:4][CH:3]=[C:2]([NH:1][C:31]([NH2:32])=[O:30])[CH:10]=3)/[C:13]2[CH:14]=[CH:15][CH:16]=[CH:17][CH:18]=2)=[CH:25][CH:24]=1)=[O:27] |f:1.2|. Procedure: 560 mg of 6-amino-3-(Z)-[1-(4-methoxycarbonyl-anilino)-1-phenyl-methylidene]-2-indolinone, 236 mg of potassium cyanate and 3.8 ml of glacial acetic acid are dissolved in 20 ml of ethanol and refluxed for 1 hour. After this time the solvent is evaporated, the residue is taken up in methylene chloride, washed with water and dried over sodium sulphate. After evaporation, the product is dried in the desiccator. The reactants are C(CCCCCCCCCCCCCCC)(=O)N1N=NC2=C1C=CC=C2 (1-hexadecanoylbenzotriazole), C(C)(=O)OC(C)(C)C (tert-butyl acetate). Yields the product C(CCCCCCCCCCCCC)(=O)N1N=NC2=C1C=CC=C2 (1-tetradecanoylbenzotriazole). RXN SMILES: [C:1]([N:18]1[C:22]2[CH:23]=[CH:24][CH:25]=[CH:26][C:21]=2[N:20]=[N:19]1)(=[O:17])[CH2:2][CH2:3][CH2:4][CH2:5][CH2:6][CH2:7][CH2:8][CH2:9][CH2:10][CH2:11][CH2:12][CH2:13][CH2:14]CC.C(OC(C)(C)C)(=O)C>>[C:1]([N:18]1[C:22]2[CH:23]=[CH:24][CH:25]=[CH:26][C:21]=2[N:20]=[N:19]1)(=[O:17])[CH2:2][CH2:3][CH2:4][CH2:5][CH2:6][CH2:7][CH2:8][CH2:9][CH2:10][CH2:11][CH2:12][CH2:13][CH3:14]. Procedure details: 1-hexadecanoylbenzotriazole, DSC 62.4° C. (recryst. from tert-butyl acetate). Reactants: C(=O)(O)[O-].[Na+] (NaHCO3), OCC=1N=CN(C1)C1=C(C(=O)O)C=C(C=C1)N1C(C=CC=C1)=O (2-(4-(hydroxymethyl)-1H-imidazol-1-yl)-5-(2-oxopyridin-1(2H)-yl)benzoic acid), [N-]=[N+]=[N-].[Na+] (NaN3), C[Si](C)(C)C=[N+]=[N-] ((trimethylsilyl)diazomethane), C[Si](C)(C)C=[N+]=[N-] ((trimethylsilyl)diazomethane). The solvent is CO (MeOH), CCOC(=O)C (EtOAc), O (water), CN(C)C=O (DMF), O=S(Cl)Cl (SOCl2), O1CCOCC1 (dioxane). Run at time 8 hour. Product: N(=[N+]=[N-])CC=1N=CN(C1)C1=C(C(=O)OC)C=C(C=C1)N1C(C=CC=C1)=O (methyl 2-(4-(azidomethyl)-1H-imidazol-1-yl)-5-(2-oxopyridin-1(2H)-yl)benzoate). As a reaction SMILES: O[CH2:2][C:3]1[N:4]=[CH:5][N:6]([C:8]2[CH:16]=[CH:15][C:14]([N:17]3[CH:22]=[CH:21][CH:20]=[CH:19][C:18]3=[O:23])=[CH:13][C:9]=2[C:10]([OH:12])=[O:11])[CH:7]=1.[CH3:24][Si](C=[N+]=[N-])(C)C.[N-:31]=[N+:32]=[N-:33].[Na+].C([O-])(O)=O.[Na+]>CO.O=S(Cl)Cl.CN(C=O)C.CCOC(C)=O.O.O1CCOCC1>[N:31]([CH2:2][C:3]1[N:4]=[CH:5][N:6]([C:8]2[CH:16]=[CH:15][C:14]([N:17]3[CH:22]=[CH:21][CH:20]=[CH:19][C:18]3=[O:23])=[CH:13][C:9]=2[C:10]([O:12][CH3:24])=[O:11])[CH:7]=1)=[N+:32]=[N-:33] |f:2.3,4.5|. Procedure details: To a solution of 2-(4-(hydroxymethyl)-1H-imidazol-1-yl)-5-(2-oxopyridin-1(2H)-yl)benzoic acid prepared above (92 mg, 0.30 mmol) in MeOH (4 mL) and dioxane (2 mL) at room temperature, (trimethylsilyl)diazomethane (2 M in ether, 0.30 mL, 0.60 mmol) was added. After the mixture was stirred at room temperature overnight, more (trimethylsilyl)diazomethane (2 M in ether, 0.40 mL, 0.80 mmol) was added. After stirring for another day, the solution was concentrated in vacuo to give a residue. The residue... Reactants: C(C)(=O)N1C(SC2=C1C=CC=C2)C2=C(C=CC=C2)OCC2CO2 (3-acetyl-2-[2-(2,3-epoxypropoxy)phenyl]benzothiazoline), C(C)(=O)N1C(SC2=C1C=CC=C2)C2=C(C=CC=C2)OCC(CCl)O (3-acetyl-2-[2-(3-chloro-2-hydroxypropoxy)phenyl]benzothiazoline), C(C)(C)(C)N (t-butylamine). The solvent is C(C)O (ethanol). Product: Cl.C(C)(=O)N1C(SC2=C1C=CC=C2)C2=C(C=CC=C2)OCC(CNC(C)(C)C)O (3-Acetyl-2-[2-(3-t-butylamino-2-hydroxypropoxy)phenyl]benzothiazoline hydrochloride). Isolated yield 80.0%. As a reaction SMILES: [C:1]([N:4]1[C:8]2[CH:9]=[CH:10][CH:11]=[CH:12][C:7]=2[S:6][CH:5]1[C:13]1[CH:18]=[CH:17][CH:16]=[CH:15][C:14]=1[O:19][CH2:20][CH:21]1[O:23][CH2:22]1)(=[O:3])[CH3:2].C(N1C2C=CC=CC=2SC1C1C=CC=CC=1OCC(O)C[Cl:46])(=O)C.[C:48]([NH2:52])([CH3:51])([CH3:50])[CH3:49]>C(O)C>[ClH:46].[C:1]([N:4]1[C:8]2[CH:9]=[CH:10][CH:11]=[CH:12][C:7]=2[S:6][CH:5]1[C:13]1[CH:18]=[CH:17][CH:16]=[CH:15][C:14]=1[O:19][CH2:20][CH:21]([OH:23])[CH2:22][NH:52][C:48]([CH3:51])([CH3:50])[CH3:49])(=[O:3])[CH3:2] |f:4.5|. Reported procedure: 1.64 g of 3-acetyl-2-[2-(2,3-epoxypropoxy)phenyl]benzothiazoline, 1.82 g of 3-acetyl-2-[2-(3-chloro-2-hydroxypropoxy)phenyl]benzothiazoline and 10 ml of t-butylamine are dissolved in 30 ml of ethanol and the solution is refluxed for 3 hours. The solution is concentrated in vacuo, and the residue is dissolved in ethyl acetate. The solution is washed with saturated sodium chloride solution and dried over anhydrous magnesium sulfate. To this solution 2N HCl/ether is added to produce crystals. Cryst... Procedure details: PEG with molecular weight in the range of 1,000 to 20,000, preferably PEG 6000-8000, is micronized by Jet mill together with ethinyl estradiol at the ratio of ethinyl estradiol to PEG 1:1 to 1:60, , preferably 1:30 to 1:42. Adjust Jet mill to produce particle size of 1-100 μm, preferably 5-10 μm. Micronized norgestimate powder is electrically charged, and deposited on the substrate surface. Micronized PEG 6000/ethinyl estradiol mixture is electrically charged, and deposited on top of norgestimat... Reactants: CC[C@]12CC[C@H]3[C@H]([C@@H]1CC[C@]2(C#C)OC(=O)C)CCC4=C/C(=N/O)/CC[C@H]34 (norgestimate), C[C@]12CC[C@@H]3C=4C=CC(=CC4CC[C@H]3[C@@H]1CC[C@]2(C#C)O)O (ethinyl estradiol), C[C@]12CC[C@@H]3C=4C=CC(=CC4CC[C@H]3[C@@H]1CC[C@]2(C#C)O)O (ethinyl estradiol), PEG 6000 ethinyl estradiol, CC[C@]12CC[C@H]3[C@H]([C@@H]1CC[C@]2(C#C)OC(=O)C)CCC4=C/C(=N/O)/CC[C@H]34 (norgestimate), C[C@]12CC[C@@H]3C=4C=CC(=CC4CC[C@H]3[C@@H]1CC[C@]2(C#C)O)O (ethinyl estradiol), CC[C@]12CC[C@H]3[C@H]([C@@H]1CC[C@]2(C#C)OC(=O)C)CCC4=C/C(=N/O)/CC[C@H]34 (norgestimate), C[C@]12CC[C@@H]3C=4C=CC(=CC4CC[C@H]3[C@@H]1CC[C@]2(C#C)O)O (ethinyl estradiol). RXN SMILES: [CH3:1][C@@:2]12[C@:18]([OH:21])([C:19]#[CH:20])[CH2:17][CH2:16][C@H:15]1[C@H:14]1[C@@H:5]([C:6]3[CH:7]=[CH:8][C:9]([OH:22])=[CH:10][C:11]=3[CH2:12][CH2:13]1)[CH2:4][CH2:3]2.[CH3:23][CH2:24][C@@:25]12[C@:33]([O:36][C:37]([CH3:39])=[O:38])([C:34]#[CH:35])[CH2:32][CH2:31][C@H:30]1[C@@H:29]1[CH2:40][CH2:41][C:42]3[C@@H:49]([C@H:28]1[CH2:27][CH2:26]2)[CH2:48][CH2:47]/[C:44](=[N:45]\[OH:46])/[CH:43]=3>>[CH3:23][CH2:24][C@@:25]12[C@:33]([O:36][C:37]([CH3:39])=[O:38])([C:34]#[CH:35])[CH2:32][CH2:31][C@H:30]1[C@@H:29]1[CH2:40][CH2:41][C:42]3[C@@H:49]([C@H:28]1[CH2:27][CH2:26]2)[CH2:48][CH2:47]/[C:44](=[N:45]\[OH:46])/[CH:43]=3.[CH3:1][C@@:2]12[C@:18]([OH:21])([C:19]#[CH:20])[CH2:17][CH2:16][C@H:15]1[C@H:14]1[C@@H:5]([C:6]3[CH:7]=[CH:8][C:9]([OH:22])=[CH:10][C:11]=3[CH2:12][CH2:13]1)[CH2:4][CH2:3]2 |f:2.3|. Yields the product CC[C@]12CC[C@H]3[C@H]([C@@H]1CC[C@]2(C#C)OC(=O)C)CCC4=C/C(=N/O)/CC[C@H]34.C[C@]12CC[C@@H]3C=4C=CC(=CC4CC[C@H]3[C@@H]1CC[C@]2(C#C)O)O (Norgestimate Ethinyl Estradiol). The reactants are FC=1C=C(C=CC1OCCCCCCCC)C1=CC=CC=C1 (3-fluoro-4-octyloxybiphenyl), Cl (hydrochloric acid), [Cl-].[Al+3].[Cl-].[Cl-] (aluminum chloride), C(C)(=O)Cl (acetylchloride). The solvent is C(Cl)Cl (methylene chloride). The product is FC=1C=C(C=CC1OCCCCCCCC)C1=CC=C(C=C1)C(C)=O (3-fluoro-4-octyloxy-4'-acetylbiphenyl). RXN SMILES: [F:1][C:2]1[CH:3]=[C:4]([C:17]2[CH:22]=[CH:21][CH:20]=[CH:19][CH:18]=2)[CH:5]=[CH:6][C:7]=1[O:8][CH2:9][CH2:10][CH2:11][CH2:12][CH2:13][CH2:14][CH2:15][CH3:16].[Cl-].[Al+3].[Cl-].[Cl-].[C:27](Cl)(=[O:29])[CH3:28].Cl>C(Cl)Cl>[F:1][C:2]1[CH:3]=[C:4]([C:17]2[CH:18]=[CH:19][C:20]([C:27](=[O:29])[CH3:28])=[CH:21][CH:22]=2)[CH:5]=[CH:6][C:7]=1[O:8][CH2:9][CH2:10][CH2:11][CH2:12][CH2:13][CH2:14][CH2:15][CH3:16] |f:1.2.3.4|. Procedure: In a reactor were placed 141 g of 3-fluoro-4-octyloxybiphenyl and 400 ml of methylene chloride, to which was gradually added 94 g of anhydrous aluminum chloride at 0° C. or less under stirring and then was added dropwise 56 g of acetylchloride. After completion of dropwise addition, the mixture was stirred for 6 hours while increasing the temperature. The reaction solution was added to dilute hydrochloric acid, and the organic layer was washed with water and dehydrated over Glauber's salt. Subse... Reactants: O (Water), C(C1=CC=CC=C1)N(CCN1C(C(OC2=C1C=C(C(=C2)C(F)(F)F)C(=O)N([C@H]2CN(CCC2)C(=O)OC(C)(C)C)C(C)C)(COS(=O)(=O)C)C)=O)C(=O)OCC2=CC=CC=C2 (tert-butyl (3R)-3-[{[4-(2-{benzyl[(benzyloxy)carbonyl]amino}ethyl)-2-methyl-2-{[(methylsulfonyl)oxy]methyl}-3-oxo-7-(trifluoromethyl)-3,4-dihydro-2H-1,4-benzoxazin-6-yl]-carbonyl}(isopropyl)amino]piperidine-1-carboxylate), C1(=CC=CC=C1)O (phenol), C([O-])([O-])=O.[Cs+].[Cs+] (cesium carbonate). Run in CN(C=O)C (N,N-dimethylformamide). The product is C(C1=CC=CC=C1)N(CCN1C(C(OC2=C1C=C(C(=C2)C(F)(F)F)C(=O)N([C@H]2CN(CCC2)C(=O)OC(C)(C)C)C(C)C)(COC2=CC=CC=C2)C)=O)C(=O)OCC2=CC=CC=C2 (tert-Butyl (3R)-3-[{[4-(2-{benzyl[(benzyloxy)carbonyl]amino}ethyl)-2-methyl-3-oxo-2-(phenoxy-methyl)-7-(trifluoromethyl)-3,4-dihydro-2H-1,4-benzoxazin-6-yl]carbonyl}(isopropyl)amino]-piperidine-1-carboxylate). Isolated yield 29.3%. As a reaction SMILES: [CH2:1]([N:8]([C:52]([O:54][CH2:55][C:56]1[CH:61]=[CH:60][CH:59]=[CH:58][CH:57]=1)=[O:53])[CH2:9][CH2:10][N:11]1[C:16]2[CH:17]=[C:18]([C:25]([N:27]([CH:41]([CH3:43])[CH3:42])[C@@H:28]3[CH2:33][CH2:32][CH2:31][N:30]([C:34]([O:36][C:37]([CH3:40])([CH3:39])[CH3:38])=[O:35])[CH2:29]3)=[O:26])[C:19]([C:21]([F:24])([F:23])[F:22])=[CH:20][C:15]=2[O:14][C:13]([CH3:50])([CH2:44][O:45]S(C)(=O)=O)[C:12]1=[O:51])[C:2]1[CH:7]=[CH:6][CH:5]=[CH:4][CH:3]=1.[C:62]1(O)[CH:67]=[CH:66][CH:65]=[CH:64][CH:63]=1.C(=O)([O-])[O-].[Cs+].[Cs+].O>CN(C)C=O>[CH2:1]([N:8]([C:52]([O:54][CH2:55][C:56]1[CH:61]=[CH:60][CH:59]=[CH:58][CH:57]=1)=[O:53])[CH2:9][CH2:10][N:11]1[C:16]2[CH:17]=[C:18]([C:25]([N:27]([CH:41]([CH3:43])[CH3:42])[C@@H:28]3[CH2:33][CH2:32][CH2:31][N:30]([C:34]([O:36][C:37]([CH3:40])([CH3:39])[CH3:38])=[O:35])[CH2:29]3)=[O:26])[C:19]([C:21]([F:24])([F:23])[F:22])=[CH:20][C:15]=2[O:14][C:13]([CH3:50])([CH2:44][O:45][C:62]2[CH:67]=[CH:66][CH:65]=[CH:64][CH:63]=2)[C:12]1=[O:51])[C:2]1[CH:7]=[CH:6][CH:5]=[CH:4][CH:3]=1 |f:2.3.4|. Procedure: A solution of tert-butyl (3R)-3-[{[4-(2-{benzyl[(benzyloxy)carbonyl]amino}ethyl)-2-methyl-2-{[(methylsulfonyl)oxy]methyl}-3-oxo-7-(trifluoromethyl)-3,4-dihydro-2H-1,4-benzoxazin-6-yl]-carbonyl}(isopropyl)amino]piperidine-1-carboxylate (170 mg), phenol (18 mg) and cesium carbonate (186 mg) in N,N-dimethylformamide (2 ml) was stirred at 80° C. for 5 hours. Water was added to the reaction solution, and the mixture was extracted with ethyl acetate. The extract was washed with a saturated aqueous sod...